From a dataset of the Open Reaction Database (ORD), a public repository of structured organic reaction records. describe an organic reaction: reactants, conditions, products, and yield Reactants: [BH4-].[Na+] (NaBH4), [Si](C)(C)(C(C)(C)C)O[C@@H]1[C@@H]2CC[C@@H]([C@]2(CCC1)C)[C@@H](C=O)C ((S)-2-[(1R,3aR,4S,7aR)-4-(tert-butyl-dimethylsilanyloxy)-7a-methyl-octahydro-inden-1-yl]-propan-1-al), C1CC2=NCCCN2C1 (DBN), crude mixture, CCCCCC.C(C)OC(C)=O (n-hexane ethyl-acetate). Solvent: C(CC(O)(C(=O)O)CC(=O)O)(=O)O (citric acid), C1CCOC1 (THF), C(C)(C)O (isopropanol). Run at temperature 0 celsius. Product: C(C)(C)(C)[Si](O[C@@H]1[C@@H]2CC[C@@H]([C@]2(CCC1)C)[C@H](CO)C)(C)C ((R)-2-[(1R,3aR,4S,7aR)-4-(tert-Butyl-dimethyl-silanyloxy)-7a-methyl-octahydro-inden-1-yl]-propan-1-ol). Yield: 50.7%. As a reaction SMILES: [Si:1]([O:8][C@H:9]1[CH2:17][CH2:16][CH2:15][C@@:14]2([CH3:18])[C@H:10]1[CH2:11][CH2:12][C@@H:13]2[C@H:19]([CH3:22])[CH:20]=[O:21])([C:4]([CH3:7])([CH3:6])[CH3:5])([CH3:3])[CH3:2].C1CN2C(=NCCC2)C1.[BH4-].[Na+].CCCCCC.C(OC(=O)C)C>C1COCC1.C(O)(=O)CC(CC(O)=O)(C(O)=O)O.C(O)(C)C>[C:4]([Si:1]([CH3:3])([CH3:2])[O:8][C@H:9]1[CH2:17][CH2:16][CH2:15][C@@:14]2([CH3:18])[C@H:10]1[CH2:11][CH2:12][C@@H:13]2[C@@H:19]([CH3:22])[CH2:20][OH:21])([CH3:6])([CH3:7])[CH3:5] |f:2.3,4.5|. Procedure: 1740 mg of (S)-2-[(1R,3aR,4S,7aR)-4-(tert-butyl-dimethylsilanyloxy)-7a-methyl-octahydro-inden-1-yl]-propan-1-al was dissolved in anhydrous THF (35 ml). DBN (640 ml; 5,36 mmol) was added and the mixture was refluxed for four hours. The reaction mixture, after cooling, was poured in cold citric acid solution, extracted with ethyl-acetate, washed with brine and dried over Na2 SO4. Removal of the solvent afforded a crude colourless oil (approximately 1:1 mixture at C(20)). The crude mixture was then...